This data is from the Open Reaction Database (ORD), a public repository of structured organic reaction records. The task is: describe an organic reaction: reactants, conditions, products, and yield Starting materials: CN, CC(C)c1nc(CCl)cs1, Cl, O. Reaction SMILES: [CH3:12][NH2:13].[Cl:2][CH2:3][c:4]1[n:5][c:6]([CH:9]([CH3:10])[CH3:11])[s:7][cH:8]1.[ClH:1].[OH2:14]>>[CH2:3]([c:4]1[n:5][c:6]([CH:9]([CH3:10])[CH3:11])[s:7][cH:8]1)[NH:13][CH3:12]. Product: CNCc1csc(C(C)C)n1. The reactants are BrC1=CC(=C(C=O)C=C1)F (4-bromo-2-fluorobenzaldehyde), C([O-])([O-])=O.[K+].[K+] (potassium carbonate), OCCN1CCNCC1 (4-(2-hydroxyethyl)piperazine). Run in C(C)(=O)OCC (ethyl acetate), CN(C=O)C (N,N-dimethylformamide). Run at temperature 110 celsius, time 12 hour. Yields the product BrC1=CC(=C(C=O)C=C1)N1CCN(CC1)CCO (4-bromo-2-[4-(2-hydroxyethyl)piperazin-1-yl]benzaldehyde). Yield: 49.0%. Reaction SMILES: [Br:1][C:2]1[CH:9]=[CH:8][C:5]([CH:6]=[O:7])=[C:4](F)[CH:3]=1.C(=O)([O-])[O-].[K+].[K+].[OH:17][CH2:18][CH2:19][N:20]1[CH2:25][CH2:24][NH:23][CH2:22][CH2:21]1>CN(C)C=O.C(OCC)(=O)C>[Br:1][C:2]1[CH:9]=[CH:8][C:5]([CH:6]=[O:7])=[C:4]([N:23]2[CH2:24][CH2:25][N:20]([CH2:19][CH2:18][OH:17])[CH2:21][CH2:22]2)[CH:3]=1 |f:1.2.3|. Procedure: To a suspension of 4-bromo-2-fluorobenzaldehyde (281 μL, 2.37 mmol) and potassium carbonate (328 mg, 2.37 mmol) in 5 mL of dry N,N-dimethylformamide was added 4-(2-hydroxyethyl)piperazine (463 mg, 3.56 mmol) at room temperature. After being stirred at 110° C. for 12 h, the reaction mixture was diluted with ethyl acetate. The solution was washed with water, saturated NaHCO3 aqueous solution, brine, and dried over MgSO4. After filtration, the filtrate was concentrated in vacuo, and the residue was... The reactants are C(C)OC(=O)C=1C=C(C(N2C=CC=CC12)=O)C(=O)OCC (1,3-diethoxycarbonyl-4H-quinolizin-4-one), C[Si](C)(C)I (trimethylsilyl iodide). Run in C(Cl)(Cl)Cl (chloroform). Reaction conditions: time 4 hour. Yields the product C(C)OC(=O)C=1C=C(C(N2C=CC=CC12)=O)C(=O)O (1-ethoxycarbonyl4H-quinolizin-4-one-3-carboxylic acid). The yield is 87.9%. Reaction SMILES: [CH2:1]([O:3][C:4]([C:6]1[CH:7]=[C:8]([C:17]([O:19]CC)=[O:18])[C:9](=[O:16])[N:10]2[C:15]=1[CH:14]=[CH:13][CH:12]=[CH:11]2)=[O:5])[CH3:2].C[Si](I)(C)C>C(Cl)(Cl)Cl>[CH2:1]([O:3][C:4]([C:6]1[CH:7]=[C:8]([C:17]([OH:19])=[O:18])[C:9](=[O:16])[N:10]2[C:15]=1[CH:14]=[CH:13][CH:12]=[CH:11]2)=[O:5])[CH3:2]. Procedure details: To a solution of 1,3-diethoxycarbonyl-4H-quinolizin-4-one (1 g) in chloroform (20 ml) was added trimethylsilyl iodide (0.49 ml) at room temperature and the mixture was stirred for 4 hours and heated with reflux for 4 hours. After cooling to room temperature, the mixture was washed with water, aqueous sodium thiosulfate, and brine. Drying over magnesium sulfate and evaporation gave a crystalline residue, which was washed with isopropyl alcohol to give 1-ethoxycarbonyl4H-quinolizin-4-one-3-carboxy... Reactants: C(C)OC(=O)C=1C(=C2C(=CN1)N(C=C2)CC2=C(C=CC=C2)OC)O (1-(2-methoxy-benzyl)-4-hydroxy-1H-pyrrolo[2,3-c]pyridine-5-carboxylic acid ethyl ester), NCC(=O)O (glycine), C[O-].[Na+].CO (NaOMe HOMe). Yields the product OC1=C2C(=CN=C1C(=O)NCC(=O)O)N(C=C2)CC2=C(C=CC=C2)OC ({[4-Hydroxy-1-(2-methoxy-benzyl)-1H-pyrrolo[2,3-c]pyridine-5-carbonyl]-amino}-acetic acid). Reaction SMILES: C(O[C:4]([C:6]1[C:7]([OH:24])=[C:8]2[CH:14]=[CH:13][N:12]([CH2:15][C:16]3[CH:21]=[CH:20][CH:19]=[CH:18][C:17]=3[O:22][CH3:23])[C:9]2=[CH:10][N:11]=1)=[O:5])C.[NH2:25][CH2:26][C:27]([OH:29])=[O:28].C[O-].[Na+].CO>>[OH:24][C:7]1[C:6]([C:4]([NH:25][CH2:26][C:27]([OH:29])=[O:28])=[O:5])=[N:11][CH:10]=[C:9]2[N:12]([CH2:15][C:16]3[CH:21]=[CH:20][CH:19]=[CH:18][C:17]=3[O:22][CH3:23])[CH:13]=[CH:14][C:8]=12 |f:2.3.4|. Reported procedure: Prepared in analogy to that of Example 1(e) from 1-(2-methoxy-benzyl)-4-hydroxy-1H-pyrrolo[2,3-c]pyridine-5-carboxylic acid ethyl ester, glycine and NaOMe/HOMe. The title compound, ESI MS (m/z): 356 (M+H)+. Reactants: [Si](C)(C)(C)C=[N+]=[N-] (TMS-diazomethane), ( R )-configuration, CC1=C(/C=C/C(=O)OC)C=CC=C1 ((E)-methyl 2-methylcinnamate), C([C@@H](O)C1=CC=CC=C1)(=O)OC ((S)-methyl mandelate). The solvent is C(Cl)(Cl)Cl (CHCl3), C(Cl)(Cl)Cl (CHCl3). Conditions: time 5 minute. Yields the product C(C)(C)(C)N.CC1=C(/C=C/C(=O)O)C=CC=C1 ((E)-2-Methylcinnamic Acid tert-butylamine salt). As a reaction SMILES: [Si](C=[N+:6]=[N-])(C)(C)C.[CH3:8][C:9]1[CH:20]=[CH:19][CH:18]=[CH:17][C:10]=1/[CH:11]=[CH:12]/[C:13]([O:15]C)=[O:14].C(OC)(=O)[C@H](C1C=CC=CC=1)O>C(Cl)(Cl)Cl>[C:9]([NH2:6])([CH3:20])([CH3:10])[CH3:8].[CH3:8][C:9]1[CH:20]=[CH:19][CH:18]=[CH:17][C:10]=1/[CH:11]=[CH:12]/[C:13]([OH:15])=[O:14] |f:4.5|. Reported procedure: (R)-2-Methyl-3-phenylpropionic acid tert-butylamine salt, reaction time 40 minutes, conversion 100%. The free acid was liberated by partitioning between dichloromethane and 2M HCl. The organic layer was dried (Na2SO4), filtered and the solvent was evaporated, then the product was distilled (kugelrohr, 150° C., 0.5 mbar) to give (R)-2-Methyl-3-phenylpropionic acid as a colorless liquid. [α]D25-22.7, c=1.02, CHCl3. Lit. (E. Tyrell, M. W. H. Tang, G. A. Skinner and J. Fawcett, Tetrahedron, 1996, 52... The reactants are O1CCOC12CCC(CC2)O (1,4-dioxaspiro[4.5]decan-8-ol), ClC1=NC=CC=N1 (2-chloropyrimidine), O1CCOC12CCC(CC2)O (1,4-dioxaspiro[4.5]decan-8-ol), [H-].[Na+] (NaH). Solvent: CN(C)C=O (DMF), CCOC(=O)C (EtOAc). Reaction conditions: time 30 minute. Product: O1CCOC12CCC(CC2)OC2=NC=CC=N2 (2-(1,4-dioxaspiro[4.5]decan-8-yloxy)pyrimidine). Reaction SMILES: [O:1]1[C:5]2([CH2:10][CH2:9][CH:8]([OH:11])[CH2:7][CH2:6]2)[O:4][CH2:3][CH2:2]1.[H-].[Na+].Cl[C:15]1[N:20]=[CH:19][CH:18]=[CH:17][N:16]=1>CN(C=O)C.CCOC(C)=O>[O:1]1[C:5]2([CH2:10][CH2:9][CH:8]([O:11][C:15]3[N:20]=[CH:19][CH:18]=[CH:17][N:16]=3)[CH2:7][CH2:6]2)[O:4][CH2:3][CH2:2]1 |f:1.2|. Procedure: As shown in step 7-i of Scheme 7, to a solution of 1,4-dioxaspiro[4.5]decan-8-ol (compound 1021, 1.0 g, 6.32 mmol) in DMF (10 mL) was added NaH (370 mg, 9.25 mmol). The reaction mixture was stirred for 20 minutes before the addition of 2-chloropyrimidine (869 mg, 7.59 mmol). The mixture was stirred for 30 minute at RT and then heated to 100° C. for 9 hours. After cooling, the mixture was diluted with EtOAc, washed with H2O, dried over Na2SO4, concentrated under reduced pressure, and purified by ... Starting materials: ClC=1C=C(C=CC1)NC1=NNC2=NC=NC(=C21)NC2=CC(=CC=C2)C (3-(3-chloro-phenylamino)-4-(3-methyl-phenylamino)-1H-pyrazolo[3,4-d]-pyrimidine). Run in C(C)O (ethanol), solution, Cl (hydrogen chloride), C(C)O (ethanol), Cl (HCl). Conditions: temperature 0 celsius, time 10 minute. The product is Cl.ClC=1C=C(C=CC1)NC1=NNC2=NC=NC(=C21)NC2=CC(=CC=C2)C (3-(3-chloro-phenylamino)-4-(3-methyl-phenylamino)-1H-pyrazolo[3,4-d]pyrimidine hydrochloride). Reaction SMILES: [Cl:1][C:2]1[CH:3]=[C:4]([NH:8][C:9]2[C:17]3[C:12](=[N:13][CH:14]=[N:15][C:16]=3[NH:18][C:19]3[CH:24]=[CH:23][CH:22]=[C:21]([CH3:25])[CH:20]=3)[NH:11][N:10]=2)[CH:5]=[CH:6][CH:7]=1>C(O)C.Cl>[ClH:1].[Cl:1][C:2]1[CH:3]=[C:4]([NH:8][C:9]2[C:17]3[C:12](=[N:13][CH:14]=[N:15][C:16]=3[NH:18][C:19]3[CH:24]=[CH:23][CH:22]=[C:21]([CH3:25])[CH:20]=3)[NH:11][N:10]=2)[CH:5]=[CH:6][CH:7]=1 |f:3.4|. Procedure: 1.3 g of 3-(3-chloro-phenylamino)-4-(3-methyl-phenylamino)-1H-pyrazolo[3,4-d]-pyrimidine (see Example 5) are dissolved in 70 ml of ethanol and at room temperature 2 ml of a 4N solution of hydrogen chloride in ethanol are added thereto. After approximately 10 minutes' stirring, the HCl salt begins to crystallize out. The solution is cooled to 0° C. and the salt is crystallized out completely by the addition of ethyl ether, yielding colorless crystals of 3-(3-chloro-phenylamino)-4-(3-methyl-phenyl... The reactants are C(C)(C)(C)OC(=O)N1CCC(CC1)C=1OC=CC1C(=O)OC (4-(3-methoxycarbonylfuran-2-yl)piperidine-1-carboxylic acid t-butyl ester), [H-].[H-].[H-].[H-].[Li+].[Al+3] (LiAlH4), [OH-].[Na+] (NaOH), O (water), O (Water). Solvent: C1CCOC1 (THF), C1CCOC1 (THF). Conditions: temperature 0 celsius, time 1 hour. Product: C(C)(C)(C)OC(=O)N1CCC(CC1)C=1OC=CC1CO (4-(3-hydroxymethylfuran-2-yl)piperidine-1-carboxylic acid t-butyl ester). Yield: 177.7%. Reaction SMILES: [C:1]([O:5][C:6]([N:8]1[CH2:13][CH2:12][CH:11]([C:14]2[O:15][CH:16]=[CH:17][C:18]=2[C:19](OC)=[O:20])[CH2:10][CH2:9]1)=[O:7])([CH3:4])([CH3:3])[CH3:2].[H-].[H-].[H-].[H-].[Li+].[Al+3].O.[OH-].[Na+]>C1COCC1>[C:1]([O:5][C:6]([N:8]1[CH2:13][CH2:12][CH:11]([C:14]2[O:15][CH:16]=[CH:17][C:18]=2[CH2:19][OH:20])[CH2:10][CH2:9]1)=[O:7])([CH3:4])([CH3:2])[CH3:3] |f:1.2.3.4.5.6,8.9|. Reported procedure: A solution of 4-(3-methoxycarbonylfuran-2-yl)piperidine-1-carboxylic acid t-butyl ester (550 mg, 1.6 mmol, 1.0 eq.) in THF (15 mL) was added to a solution of LiAlH4 (120 mg, 3.2 mmol, 2.0 eq.) in THF (25 mL) at −30° C. The resulting solution was stirred for 1 hour and allowed to warm to 0° C., then stirred for 1 hour at 0° C. Water (120 mg) was added dropwise to quench the reaction. The mixture was allowed to warn to room temperature, and 15% NaOH (360 mg) and water (120 mg) was added. The mixtu...